From a dataset of the Open Reaction Database (ORD), a public repository of structured organic reaction records. describe an organic reaction: reactants, conditions, products, and yield As a reaction SMILES: [C:1]([CH2:4][NH:5][CH:6]([CH2:9][CH2:10][CH2:11][CH:12]=[CH2:13])C=C)([OH:3])=[O:2].[Cl-].C[N+]1C=CN(CC)C=1.[Cl-].[Cl-].[Cl-].[Al+3]>>[C:1]([CH2:4][NH:5][C:6]1[CH2:9][CH2:10][CH2:11][CH2:12][CH:13]=1)([OH:3])=[O:2] |f:1.2,3.4.5.6|. Product: C(=O)(O)CNC1=CCCCC1 (N-carboxymethyl-3,4,5,6-tetrahydroaniline). The reactants are C(=O)(O)CNC(C=C)CCCC=C (N-carboxymethyl-3-amino-1,7-octadiene), bis(tricyclohexylphosphine) benzylidene-ruthenium(IV) dichloride, [Cl-].C[N+]1=CN(C=C1)CC (1-methyl-3-ethylimidazolium chloride), [Cl-].[Cl-].[Cl-].[Al+3] (aluminium trichloride). Reported procedure: 92 mg (0.5 mmol) of N-carboxymethyl-3-amino-1,7-octadiene and 4 mg of bis(tricyclohexylphosphine)-benzylidene-ruthenium(IV) dichloride (1 mol %) were dissolved in a liquid mixture of 586 mg of 1-methyl-3-ethylimidazolium chloride (4 mmol) and 533 mg of aluminium trichloride (4 mmol) under an argon atmosphere in a baked-out Schlenk tube. The mixture was allowed to react for two hours at 50° C. After an aqueous work-up, the mixture was filtered through a very short silica gel column (0.5 cm), wash... The reactants are FC(C=1C=2N(C=C(C1)C1=CC=C(C=C1)C(F)(F)F)C(=CN2)C(=O)O)(F)F (8-trifluoromethyl-6-(4-trifluoromethyl-phenyl)-imidazo[1,2-a]pyridine-3-carboxylic acid), ONC(C1=CC=C(C=C1)S(N)(=O)=O)=N (N-hydroxy-4-sulfamoyl-benzamidine). The product is FC(C=1C=2N(C=C(C1)C1=CC=C(C=C1)C(F)(F)F)C(=CN2)C2=NC(=NO2)C2=CC=C(C=C2)S(=O)(=O)N)(F)F (4-{5-[8-Trifluoromethyl-6-(4-trifluoromethyl-phenyl)-imidazo[1,2-a]pyridin-3-yl]-[1,2,4]oxadiazol-3-yl}-benzenesulfonamide). As a reaction SMILES: [F:1][C:2]([F:26])([F:25])[C:3]1[C:4]2[N:5]([C:19]([C:22](O)=[O:23])=[CH:20][N:21]=2)[CH:6]=[C:7]([C:9]2[CH:14]=[CH:13][C:12]([C:15]([F:18])([F:17])[F:16])=[CH:11][CH:10]=2)[CH:8]=1.O[NH:28][C:29](=[NH:40])[C:30]1[CH:35]=[CH:34][C:33]([S:36](=[O:39])(=[O:38])[NH2:37])=[CH:32][CH:31]=1>>[F:26][C:2]([F:1])([F:25])[C:3]1[C:4]2[N:5]([C:19]([C:22]3[O:23][N:40]=[C:29]([C:30]4[CH:31]=[CH:32][C:33]([S:36]([NH2:37])(=[O:38])=[O:39])=[CH:34][CH:35]=4)[N:28]=3)=[CH:20][N:21]=2)[CH:6]=[C:7]([C:9]2[CH:14]=[CH:13][C:12]([C:15]([F:17])([F:18])[F:16])=[CH:11][CH:10]=2)[CH:8]=1. Reported procedure: The title compound was prepared from 8-trifluoromethyl-6-(4-trifluoromethyl-phenyl)-imidazo[1,2-a]pyridine-3-carboxylic acid (example C.32) (187 mg, 0.5 mmol) and N-hydroxy-4-sulfamoyl-benzamidine [CAS-No. 4476-10-2] (161 mg, 0.75 mmol) according to general procedure II. Obtained after purification by flash chromatography (ethyl acetate/heptane) and crystallization (dichloromethane) as a yellow solid (143 mg, 52%). MS (EI) 553.1 [(M)+]; mp 292° C. The reactants are [BH4-], C1CCOC1, COc1ccc(-c2cc(-c3ccccn3)nc(-c3cccc(C=O)n3)c2)cc1, CCO, [Na+]. Product: COc1ccc(-c2cc(-c3ccccn3)nc(-c3cccc(CO)n3)c2)cc1. As a reaction SMILES: [BH4-:29].[CH2:31]1[O:32][CH2:33][CH2:34][CH2:35]1.[CH3:1][O:2][c:3]1[cH:4][cH:5][c:6](-[c:9]2[cH:10][c:11](-[c:21]3[n:22][c:23]([CH:27]=[O:28])[cH:24][cH:25][cH:26]3)[n:12][c:13](-[c:15]3[n:16][cH:17][cH:18][cH:19][cH:20]3)[cH:14]2)[cH:7][cH:8]1.[CH3:36][CH2:37][OH:38].[Na+:30]>>[CH3:1][O:2][c:3]1[cH:4][cH:5][c:6](-[c:9]2[cH:10][c:11](-[c:21]3[n:22][c:23]([CH2:27][OH:28])[cH:24][cH:25][cH:26]3)[n:12][c:13](-[c:15]3[n:16][cH:17][cH:18][cH:19][cH:20]3)[cH:14]2)[cH:7][cH:8]1. The reactants are CCO, CCOC(=O)c1cc2c(C(F)(F)F)c(F)ccc2[nH]1, [Na+], [OH-]. Product: O=C(O)c1cc2c(C(F)(F)F)c(F)ccc2[nH]1. RXN SMILES: [CH3:22][CH2:23][OH:24].[F:1][c:2]1[c:3]([C:16]([F:17])([F:18])[F:19])[c:4]2[cH:5][c:6]([C:11](=[O:12])[O:13][CH2:14][CH3:15])[nH:7][c:8]2[cH:9][cH:10]1.[Na+:21].[OH-:20]>>[F:1][c:2]1[c:3]([C:16]([F:17])([F:18])[F:19])[c:4]2[cH:5][c:6]([C:11](=[O:12])[OH:13])[nH:7][c:8]2[cH:9][cH:10]1. Reactants: C1C=CCC12C(=CCCC2)C(C)=O (1-(spiro[4.5]deca-2,6-dien-6-yl)ethanone), OC(CC(=O)C=1C2(CC=CC2)CCCC1)C (3-hydroxy-1-(spiro[4.5]deca-2,6-dien-6-yl)butan-1-one), CC(=O)OC(=O)C.C(=O)(C)O[Na] (Ac2O AcONa). The solvent is CCCCCC.CC(C)(C)OC (hexane MTBE). Product: C1C=CCC12C(=CCCC2)C(\C=C\C)=O ((E)-1-(Spiro[4.5]deca-2,6-dien-6-yl)but-2-en-1-one). As a reaction SMILES: C1C2(CCCC=C2C(=O)C)CC=C1.O[CH:15]([CH3:29])[CH2:16][C:17]([C:19]1[C:20]2([CH2:25][CH2:26][CH2:27][CH:28]=1)[CH2:24][CH:23]=[CH:22][CH2:21]2)=[O:18].CC(OC(C)=O)=O.C(O[Na])(C)=O>CCCCCC.CC(OC)(C)C>[CH2:24]1[C:20]2([CH2:25][CH2:26][CH2:27][CH:28]=[C:19]2[C:17](=[O:18])/[CH:16]=[CH:15]/[CH3:29])[CH2:21][CH:22]=[CH:23]1 |f:2.3,4.5|. Procedure details: Prepared as described in Example 10, from 1-(spiro[4.5]deca-2,6-dien-6-yl)ethanone via 3-hydroxy-1-(spiro[4.5]deca-2,6-dien-6-yl)butan-1-one (LDA, acetaldehyde, THF, 72% after FC (SiO2, hexane/MTBE 1:1); 17% starting material recovered) and subsequent Ac2O/AcONa treatment (35% after FC (SiO2, hexane/MTBE 30:1)). Boiling point: 110° C. (0.08 mbar). The reactants are FC(C(=O)N[C@@H](C(C)C)C(=O)O)(F)F (N-trifluoroacetyl-L-valine), S(=O)(Cl)Cl (thionyl chloride). Run at time 15 minute. Yields the product FC(C(=O)N[C@@H](C(C)C)C(=O)Cl)(F)F (N-trifluoroacetyl-L-valyl chloride). Reaction SMILES: [F:1][C:2]([F:14])([F:13])[C:3]([NH:5][C@H:6]([C:10](O)=[O:11])[CH:7]([CH3:9])[CH3:8])=[O:4].S(Cl)([Cl:17])=O>>[F:1][C:2]([F:14])([F:13])[C:3]([NH:5][C@H:6]([C:10]([Cl:17])=[O:11])[CH:7]([CH3:9])[CH3:8])=[O:4]. Procedure details: A solution of 1 g. of N-trifluoroacetyl-L-valine in 5 ml. of thionyl chloride was cooled to 5° C. and stirred for 15 minutes. The excess thionyl chloride was removed under reduced pressure under a stream of dry nitrogen gas, affording N-trifluoroacetyl-L-valyl chloride as an oil. Starting materials: CCOCC, [Li]C, O, CC(CC(=O)O)c1ccccc1. The product is CC(=O)CC(C)c1ccccc1. Reaction SMILES: [CH3:16][CH2:17][O:18][CH2:19][CH3:20].[CH3:1][Li:2].[OH2:15].[c:3]1([CH:9]([CH2:10][C:11](=[O:12])[OH:13])[CH3:14])[cH:4][cH:5][cH:6][cH:7][cH:8]1>>[CH3:1][C:11]([CH2:10][CH:9]([c:3]1[cH:4][cH:5][cH:6][cH:7][cH:8]1)[CH3:14])=[O:13].